From a dataset of the Open Reaction Database (ORD), a public repository of structured organic reaction records. describe an organic reaction: reactants, conditions, products, and yield Reactants: [OH-].[Na+] (sodiumhydroxide), FC(C(=O)O)(F)F (trifluoroacetic acid), FC(S(=O)(=O)O)(F)F (trifluoromethanesulfonic acid), C1(CC1)C1=C(C(=NN1CC1=CC=C(C=C1)OC)C1=NC=C(C(=N1)NC1=CC=NC=C1)OC)C (2-[5-cyclopropyl-1-(4-methoxybenzyl)-4-methyl-1H-pyrazol-3-yl]-5-methoxy-N-(pyridin-4-yl)pyrimidin-4-amine). Solvent: ClCCCl (1,2-dichloroethane). Reaction conditions: temperature 75 celsius, time 2 hour. Product: C1(CC1)C1=C(C(=NN1)C1=NC=C(C(=N1)NC1=CC=NC=C1)OC)C (2-(5-cyclopropyl-4-methyl-1H-pyrazol-3-yl)-5-methoxy-N-(pyridin-4-yl)pyrimidin-4-amine). RXN SMILES: [CH:1]1([C:4]2[N:8](CC3C=CC(OC)=CC=3)[N:7]=[C:6]([C:18]3[N:23]=[C:22]([NH:24][C:25]4[CH:30]=[CH:29][N:28]=[CH:27][CH:26]=4)[C:21]([O:31][CH3:32])=[CH:20][N:19]=3)[C:5]=2[CH3:33])[CH2:3][CH2:2]1.FC(F)(F)C(O)=O.FC(F)(F)S(O)(=O)=O.[OH-].[Na+]>ClCCCl>[CH:1]1([C:4]2[NH:8][N:7]=[C:6]([C:18]3[N:23]=[C:22]([NH:24][C:25]4[CH:30]=[CH:29][N:28]=[CH:27][CH:26]=4)[C:21]([O:31][CH3:32])=[CH:20][N:19]=3)[C:5]=2[CH3:33])[CH2:3][CH2:2]1 |f:3.4|. Procedure: 880 mg of 2-[5-cyclopropyl-1-(4-methoxybenzyl)-4-methyl-1H-pyrazol-3-yl]-5-methoxy-N-(pyridin-4-yl)pyrimidin-4-amine (2.0 mmol, 1.00 eq.) were dissolved in 7.8 mL of dry 1,2-dichloroethane. 4.6 mL trifluoroacetic acid (60 mmol, 30 eq.) and 1.8 mL trifluoromethanesulfonic acid (20 mmol, 10 eq.) were added at rt. The reaction mixture was stirred at 75° C. for 2 h. At 0° C. 2M sodiumhydroxide solution was added slowly. The solid was filtered off, dried in vacuo at 50° C. to provide 637 mg (1.96 mmo... Reactants: C1(CCCCC1)[NH-].[Li+] (lithium cyclohexylamide), Cl[Si](C)(C)Cl (dichlorodimethylsilane), CCCCCC (Hexane). Run in C1CCOC1 (THF). Run at time 8 hour. Yields the product Cl[Si](NC1CCCCC1)(C)C (1-chloro-N-cyclohexyl-1,1-dimethylsilanamine). Yield: 84.0%. Reaction SMILES: [Cl:1][Si:2](Cl)([CH3:4])[CH3:3].[CH:6]1([NH-:12])[CH2:11][CH2:10][CH2:9][CH2:8][CH2:7]1.[Li+].CCCCCC>C1COCC1>[Cl:1][Si:2]([CH3:4])([CH3:3])[NH:12][CH:6]1[CH2:11][CH2:10][CH2:9][CH2:8][CH2:7]1 |f:1.2|. Reported procedure: In the drybox in a 250 mL flask 60.0 mL (490.89 mmol) of dichlorodimethylsilane was stirred in about 80 mL of THF. To this stirring solution 6.00 g (57.08 mmol) of lithium cyclohexylamide was added as a solid slowly and stirred overnight. The THF was removed under vacuum leaving a cloudy solution. Hexane was added to this mixture and the solids were filtered off and washed with hexane. The hexane was then removed from the filtrate under vacuum leaving a clear light yellow product weighing 9.18 g... Starting materials: C(C=C)(=O)[O-] (acrylate), [N-]=C=O (isocyanate), [N-]=C=O (isocyanate), C(CCCCCCCCCCC)(=O)[O-].C(CCC)[Sn+2]CCCC.C(CCCCCCCCCCC)(=O)[O-] (dibutyltin laurate), diol. Run in glass. Run at temperature 70 celsius, time 2 hour. Product: C(C=C)(=O)O.NC(=O)OCC (Urethane Acrylate). As a reaction SMILES: [N-:1]=[C:2]=[O:3].[C:4]([O-:17])(=[O:16])[CH2:5][CH2:6]CCCCCCCCC.C([Sn+2]CCCC)CCC.[C:27]([O-])(=[O:39])[CH2:28]CCCCCCCCCC.C([O-])(=O)C=C>>[C:4]([OH:17])(=[O:16])[CH:5]=[CH2:6].[NH2:1][C:2]([O:39][CH2:27][CH3:28])=[O:3] |f:1.2.3,5.6|. Procedure: A quantity of 0.1 moles of isocyanate terminated prepolymer and 0.1 ml of dibutyltin laurate were charged to a 500 ml glass kettle. The mixture was heated at 70° C. and air was purged through the reaction mixture and a solution of diol (0.05 moles) was added dropwise while the mixture was stirred at 200 RPM. After a two hour reaction, hydroyethyl acrylate (0.1 moles) was added to cap the residual isocyanate and the temperature of the kettle was increased to 77° C. After another two hours, a samp... The yield is 83.0%. Solvent: CCOCC (ether). Yields the product C(CCCCCCCCCCC)C1=CC=C(C=C1)CCCCCCCCCCCC (1,4-di-n-dodecylbenzene), solid. The reactants are C(CCCCCCCCCCC)[Mg]Br (n-Dodecylmagnesium bromide), ClC1=CC=C(C=C1)Cl (1,4-dichlorobenzene). As a reaction SMILES: [CH2:1]([Mg]Br)[CH2:2][CH2:3][CH2:4][CH2:5][CH2:6][CH2:7][CH2:8][CH2:9][CH2:10][CH2:11][CH3:12].Cl[C:16]1[CH:21]=[CH:20][C:19](Cl)=[CH:18][CH:17]=1>CCOCC.Cl[Ni]1(Cl)[P](C2C=CC=CC=2)(C2C=CC=CC=2)CCC[P]1(C1C=CC=CC=1)C1C=CC=CC=1>[CH2:1]([C:16]1[CH:21]=[CH:20][C:19]([CH2:12][CH2:11][CH2:10][CH2:9][CH2:8][CH2:7][CH2:6][CH2:5][CH2:4][CH2:3][CH2:2][CH3:1])=[CH:18][CH:17]=1)[CH2:2][CH2:3][CH2:4][CH2:5][CH2:6][CH2:7][CH2:8][CH2:9][CH2:10][CH2:11][CH3:12] |^1:30,46|. Procedure: n-Dodecylmagnesium bromide (235 mL, 235.0 mmol, 1.0 M in diethyl ether) was added dropwise over 15 minutes, to a solution of 1,4-dichlorobenzene (15.00 g, 102.0 mmol) and [1,3-bis(diphenylphosphino)propane]nickel(II)chloride ((dppp)Cl2Ni, 70 mg) in dry ether (70 mL) at 0° C. The reaction mixture was subsequently allowed to warm to room temperature for about 30 minutes, heated under reflux for 1 day, and cooled to 0° C. again. The reaction was carefully quenched with water (10 mL) and HCl (70 mL,... Reagents/catalysts: Cl[Ni]1([P](CCC[P](C2=CC=CC=C2)1C3=CC=CC=C3)(C4=CC=CC=C4)C5=CC=CC=C5)Cl ([1,3-bis(diphenylphosphino)propane]nickel(II)chloride). Reactants: O=C[C@H](O)[C@@H](O)[C@H](O)[C@H](O)CO (glucose). The solvent is O (water). The product is O=C[C@H](O)[C@@H](O)[C@H](O)[C@H](O)CO.OCC(=O)[C@@H](O)[C@H](O)[C@H](O)CO (glucose fructose). As a reaction SMILES: [O:1]=[CH:2][C@@H:3]([C@H:5]([C@@H:7]([C@@H:9]([CH2:11][OH:12])[OH:10])[OH:8])[OH:6])[OH:4]>O>[O:1]=[CH:2][C@@H:3]([C@H:5]([C@@H:7]([C@@H:9]([CH2:11][OH:12])[OH:10])[OH:8])[OH:6])[OH:4].[OH:1][CH2:2][C:3]([C@H:5]([C@@H:7]([C@@H:9]([CH2:11][OH:12])[OH:10])[OH:8])[OH:6])=[O:4] |f:2.3|. Procedure: In a double-blind, randomised, cross-over design, 34 endurance trained male and 14 female runners and triathletes (35±10 yrs; 70±9 kg; 1.75±0.09 m) completed two 16 km field based runs as fast as possible on two occasions. They received either a glucose gel (GLU) or a glucose+fructose gel (GLU/FRC) to provide CHO at a rate of 1.4 g/min with ad libitum water intake every 3.2 km. Each runner completed a post-exercise questionnaire including 17 questions to assess GI tolerance on a scale from 1 to ... Starting materials: BrC1C(C2=CC(=CC=C2C1)OC)=O (2-bromo-6-methoxy-1-indanone), Cl.N1C=NC(=C1)CC(=S)N (4-imidazolylthioacetamide hydrochloride). The product is N1C=NC(=C1)CC=1SC2=C(N1)C=1C=C(C=CC1C2)OC (2-(4-Imidazolylmethyl)-5-methoxy-8H-indeno[1,2-d]thiazole). As a reaction SMILES: Br[CH:2]1[CH2:10][C:9]2[C:4](=[CH:5][C:6]([O:11][CH3:12])=[CH:7][CH:8]=2)[C:3]1=O.Cl.[NH:15]1[CH:19]=[C:18]([CH2:20][C:21]([NH2:23])=[S:22])[N:17]=[CH:16]1>>[NH:15]1[CH:19]=[C:18]([CH2:20][C:21]2[S:22][C:2]3[CH2:10][C:9]4[CH:8]=[CH:7][C:6]([O:11][CH3:12])=[CH:5][C:4]=4[C:3]=3[N:23]=2)[N:17]=[CH:16]1 |f:1.2|. Reported procedure: Starting compounds: 2-bromo-6-methoxy-1-indanone, 4-imidazolylthioacetamide hydrochloride